Dataset: the Open Reaction Database (ORD), a public repository of structured organic reaction records. Task: describe an organic reaction: reactants, conditions, products, and yield Reactants: COC(=O)C1(C(C(CC1)(COCOC)COCOC)=O)CC1=CC=C(C=C1)Cl (1-(4-chlorobenzyl)-3,3-bis((methoxymethoxy)methyl)-2-oxocyclopentane carboxylic acid methyl ester), [OH-].[Na+] (sodium hydroxide), O (water). Run in C(C)(C)O (isopropanol). Run at temperature 90 celsius, time 2 hour. Yields the product ClC1=CC=C(CC2CCC(C2=O)(COCOC)COCOC)C=C1 (5-(4-chlorobenzyl)-2,2-bis((methoxymethoxy)methyl)cyclopentanone). RXN SMILES: COC([C:5]1([CH2:21][C:22]2[CH:27]=[CH:26][C:25]([Cl:28])=[CH:24][CH:23]=2)[CH2:9][CH2:8][C:7]([CH2:15][O:16][CH2:17][O:18][CH3:19])([CH2:10][O:11][CH2:12][O:13][CH3:14])[C:6]1=[O:20])=O.[OH-].[Na+].O>C(O)(C)C>[Cl:28][C:25]1[CH:24]=[CH:23][C:22]([CH2:21][CH:5]2[C:6](=[O:20])[C:7]([CH2:10][O:11][CH2:12][O:13][CH3:14])([CH2:15][O:16][CH2:17][O:18][CH3:19])[CH2:8][CH2:9]2)=[CH:27][CH:26]=1 |f:1.2|. Procedure details: In isopropanol (5.5 mL), 1-(4-chlorobenzyl)-3,3-bis((methoxymethoxy)methyl)-2-oxocyclopentane carboxylic acid methyl ester (2.2895 g, 5.52 mmol) was dissolved, and a 2 M sodium hydroxide solution (5.5 mL) was added thereto. The mixture was stirred at 90° C. for 2 hours. Following the completion of the reaction, water was added, and the mixture was subjected to extraction using ethyl acetate. The organic layer was washed with saturated brine solution and water, and dried using anhydrous sodium su... RXN SMILES: [Br:12][c:13]1[cH:14][cH:15][c:16]([F:22])[c:17]([N+:19](=[O:20])[O-:21])[cH:18]1.[CH3:1][O:2][c:3]1[c:4]([B:9]([OH:10])[OH:11])[cH:5][cH:6][cH:7][cH:8]1.[CH3:29][c:30]1[cH:31][cH:32][cH:33][cH:34][cH:35]1.[CH3:36][CH2:37][OH:38].[Na+:23].[Na+:24].[O-:25][C:26](=[O:27])[O-:28].[cH:39]1[cH:40][cH:41][c:42]([P:43]([Pd:44]([P:45]([c:46]2[cH:47][cH:48][cH:49][cH:50][cH:51]2)([c:52]2[cH:53][cH:54][cH:55][cH:56][cH:57]2)[c:58]2[cH:59][cH:60][cH:61][cH:62][cH:63]2)([P:64]([c:65]2[cH:66][cH:67][cH:68][cH:69][cH:70]2)([c:71]2[cH:72][cH:73][cH:74][cH:75][cH:76]2)[c:77]2[cH:78][cH:79][cH:80][cH:81][cH:82]2)[P:83]([c:84]2[cH:85][cH:86][cH:87][cH:88][cH:89]2)([c:90]2[cH:91][cH:92][cH:93][cH:94][cH:95]2)[c:96]2[cH:97][cH:98][cH:99][cH:100][cH:101]2)([c:102]2[cH:103][cH:104][cH:105][cH:106][cH:107]2)[c:108]2[cH:109][cH:110][cH:111][cH:112][cH:113]2)[cH:114][cH:115]1>>[CH3:1][O:2][c:3]1[c:4](-[c:13]2[cH:14][cH:15][c:16]([F:22])[c:17]([N+:19](=[O:20])[O-:21])[cH:18]2)[cH:5][cH:6][cH:7][cH:8]1. Yields the product COc1ccccc1-c1ccc(F)c([N+](=O)[O-])c1. The reactants are O=[N+]([O-])c1cc(Br)ccc1F, COc1ccccc1B(O)O, Cc1ccccc1, CCO, [Na+], [Na+], O=C([O-])[O-], c1ccc(P(c2ccccc2)(c2ccccc2)[Pd](P(c2ccccc2)(c2ccccc2)c2ccccc2)(P(c2ccccc2)(c2ccccc2)c2ccccc2)P(c2ccccc2)(c2ccccc2)c2ccccc2)cc1. Reactants: O=C1N(CC2=CC=CC=C12)C(=O)NCCC1=CC=C(C=C1)S(=O)(=O)N (4-[2-(1-oxo-isoindoline-2-carboxamido)-ethyl]-benzenesulfon-amide), ClC(C(=O)[N-]C1CCCCC1)(Cl)Cl (trichloroacetyl-cyclohexyl amide), C([O-])([O-])=O.[K+].[K+] (potassium carbonate), Cl (hydrochloric acid). The solvent is O (water). Reaction conditions: temperature 160 celsius. The product is O=C1N(CC2=CC=CC=C12)C(=O)NCCC1=CC=C(C=C1)S(=O)(=O)NC(=O)NC1CCCCC1 (N-(4-[2-(1-oxo-isoindoline-2-carboxamido)-ethyl]-benzenesulfonyl)-N'-cyclohexyl-urea). As a reaction SMILES: [O:1]=[C:2]1[C:10]2[C:5](=[CH:6][CH:7]=[CH:8][CH:9]=2)[CH2:4][N:3]1[C:11]([NH:13][CH2:14][CH2:15][C:16]1[CH:21]=[CH:20][C:19]([S:22]([NH2:25])(=[O:24])=[O:23])=[CH:18][CH:17]=1)=[O:12].ClC(Cl)(Cl)[C:28]([N-:30][CH:31]1[CH2:36][CH2:35][CH2:34][CH2:33][CH2:32]1)=[O:29].C(=O)([O-])[O-].[K+].[K+].Cl>O>[O:1]=[C:2]1[C:10]2[C:5](=[CH:6][CH:7]=[CH:8][CH:9]=2)[CH2:4][N:3]1[C:11]([NH:13][CH2:14][CH2:15][C:16]1[CH:17]=[CH:18][C:19]([S:22]([NH:25][C:28]([NH:30][CH:31]2[CH2:36][CH2:35][CH2:34][CH2:33][CH2:32]2)=[O:29])(=[O:23])=[O:24])=[CH:20][CH:21]=1)=[O:12] |f:2.3.4|. Reported procedure: 3.6 g of 4-[2-(1-oxo-isoindoline-2-carboxamido)-ethyl]-benzenesulfon-amide are carefully mixed with 2.5 g of trichloroacetyl-cyclohexyl amide and 2.8 g of potassium carbonate and the mixture is heated in a bath for 1 hour at 160° C. After cooling, the reaction mixture is treated with water and hydrochloric acid, filtered off with suction and the reaction product is reprecipitated from very dilute ammonia and recrystallized from dilute acetone. The N-(4-[2-(1-oxo-isoindoline-2-carboxamido)-ethyl]... Reactants: O=C([O-])[O-], C1CCOC1, [Cs+], [Cs+], COc1cc(-c2cn(C3CCc4c(F)cccc4NC3=O)nn2)ccc1I, O=S(=O)(OCC(F)(F)F)C(F)(F)F, O. Yields the product COc1cc(-c2cn(C3CCc4c(F)cccc4N(CC(F)(F)F)C3=O)nn2)ccc1I. RXN SMILES: [C:28](=[O:29])([O-:30])[O-:31].[CH2:47]1[O:48][CH2:49][CH2:50][CH2:51]1.[Cs+:32].[Cs+:33].[F:1][c:2]1[cH:3][cH:4][cH:5][c:6]2[c:7]1[CH2:8][CH2:9][CH:10]([n:14]1[n:15][n:16][c:17](-[c:19]3[cH:20][c:21]([O:26][CH3:27])[c:22]([I:25])[cH:23][cH:24]3)[cH:18]1)[C:11](=[O:13])[NH:12]2.[F:34][C:35]([F:36])([F:37])[S:38]([O:39][CH2:40][C:41]([F:42])([F:43])[F:44])(=[O:45])=[O:46].[OH2:52]>>[F:1][c:2]1[cH:3][cH:4][cH:5][c:6]2[c:7]1[CH2:8][CH2:9][CH:10]([n:14]1[n:15][n:16][c:17](-[c:19]3[cH:20][c:21]([O:26][CH3:27])[c:22]([I:25])[cH:23][cH:24]3)[cH:18]1)[C:11](=[O:13])[N:12]2[CH2:40][C:41]([F:42])([F:43])[F:44]. The reactants are FC(C(C(=O)O)C)(F)F (3,3,3-trifluoro-2-methyl-propionic acid), TEA, COCCOC1=C(C=C(C=C1)NC(C1=C(C=CC(=C1)CN)Cl)=O)C(=O)NC1=CC=C(C=C1)Br (N-[4-methoxyethoxy-3-(4-bromphenyl)aminocarbonyl-phenyl]-2-chloro-5-aminomethyl-benzamide), CN(C)C(=[N+](C)C)ON1C2=C(C=CC=C2)N=N1.[B-](F)(F)(F)F (TBTU). Run in CN(C)C=O (DMF). The product is COCCOC1=C(C=C(C=C1)NC(C1=C(C=CC(=C1)CNC(=O)C(C(F)(F)F)C)Cl)=O)C(=O)NC1=CC=C(C=C1)Br (N-[4-Methoxyethoxy-3-(4-bromphenyl)aminocarbonyl-phenyl]-2-chloro-5-(2,2,2-trifluoro-1-methyl-ethyl)carbonylaminomethyl-benzamide). As a reaction SMILES: [F:1][C:2]([F:9])([F:8])[CH:3]([CH3:7])[C:4](O)=[O:5].[CH3:10][O:11][CH2:12][CH2:13][O:14][C:15]1[CH:20]=[CH:19][C:18]([NH:21][C:22](=[O:32])[C:23]2[CH:28]=[C:27]([CH2:29][NH2:30])[CH:26]=[CH:25][C:24]=2[Cl:31])=[CH:17][C:16]=1[C:33]([NH:35][C:36]1[CH:41]=[CH:40][C:39]([Br:42])=[CH:38][CH:37]=1)=[O:34].CN(C(ON1N=NC2C=CC=CC1=2)=[N+](C)C)C.[B-](F)(F)(F)F>CN(C=O)C>[CH3:10][O:11][CH2:12][CH2:13][O:14][C:15]1[CH:20]=[CH:19][C:18]([NH:21][C:22](=[O:32])[C:23]2[CH:28]=[C:27]([CH2:29][NH:30][C:4]([CH:3]([CH3:7])[C:2]([F:9])([F:8])[F:1])=[O:5])[CH:26]=[CH:25][C:24]=2[Cl:31])=[CH:17][C:16]=1[C:33]([NH:35][C:36]1[CH:41]=[CH:40][C:39]([Br:42])=[CH:38][CH:37]=1)=[O:34] |f:2.3|. Reported procedure: Prepared analogously to example 53d with 3,3,3-trifluoro-2-methyl-propionic acid (10 mg; 0.07 mmol); N-[4-methoxyethoxy-3-(4-bromphenyl)aminocarbonyl-phenyl]-2-chloro-5-aminomethyl-benzamide (32 mg; 0.06 mmol); TBTU (21 mg; 0.07 mmol) in TEA (25 μL; 0.18 mmol) and 3 mL DMF. Reactants: CS(C)=O, O=C(NCc1cn(-c2ccc(-n3ccccc3=O)cc2F)cn1)c1ccc(Cl)s1, [Na+], [OH-]. The product is O=C(NCc1cn(-c2ccc(-n3ccccc3=O)cc2O)cn1)c1ccc(Cl)s1. As a reaction SMILES: [CH3:32][S:33]([CH3:34])=[O:35].[Cl:1][c:2]1[cH:3][cH:4][c:5]([C:7](=[O:8])[NH:9][CH2:10][c:11]2[n:12][cH:13][n:14](-[c:16]3[c:17]([F:29])[cH:18][c:19](-[n:22]4[c:23](=[O:28])[cH:24][cH:25][cH:26][cH:27]4)[cH:20][cH:21]3)[cH:15]2)[s:6]1.[Na+:31].[OH-:30]>>[Cl:1][c:2]1[cH:3][cH:4][c:5]([C:7](=[O:8])[NH:9][CH2:10][c:11]2[n:12][cH:13][n:14](-[c:16]3[c:17]([OH:30])[cH:18][c:19](-[n:22]4[c:23](=[O:28])[cH:24][cH:25][cH:26][cH:27]4)[cH:20][cH:21]3)[cH:15]2)[s:6]1.